This data is from the Open Reaction Database (ORD), a public repository of structured organic reaction records. The task is: describe an organic reaction: reactants, conditions, products, and yield The reactants are Cl.Cl.C(C)(C)N1[C@H](CN(CC1)C(=O)C1CCNCC1)C ((S)-1-isopropyl-4-(piperidine-4-carbonyl)-2-methylpiperazine dihydrochloride), C(=O)([O-])[O-].[K+].[K+] (K2CO3). Solvent: O (water). The product is C(C)(C)N1[C@H](CN(CC1)C(=O)C1CCNCC1)C ((S)-1-isopropyl-4-(piperidine4-carbonyl)-2-methyl piperazine), base. RXN SMILES: Cl.Cl.[CH:3]([N:6]1[CH2:11][CH2:10][N:9]([C:12]([CH:14]2[CH2:19][CH2:18][NH:17][CH2:16][CH2:15]2)=[O:13])[CH2:8][C@@H:7]1[CH3:20])([CH3:5])[CH3:4].C([O-])([O-])=O.[K+].[K+]>O>[CH:3]([N:6]1[CH2:11][CH2:10][N:9]([C:12]([CH:14]2[CH2:15][CH2:16][NH:17][CH2:18][CH2:19]2)=[O:13])[CH2:8][C@@H:7]1[CH3:20])([CH3:5])[CH3:4] |f:0.1.2,3.4.5|. Procedure details: (S)-1-Isopropyl-4-(piperidine-4-carbonyl)-2-methylpiperazine dihydrochloride (D29) (1.5 g) in water 5 ml was treated with solid K2CO3. The resulting oil was extracted with EtOAc (25 ml), dried (MgSO4) and evaporated to give (S)-1-isopropyl-4-(piperidine4-carbonyl)-2-methyl piperazine as the free base (1 g). 5-Bromo-2-trifluoromethylpyridine (F. Cottet and M. Schlosser, Eur. J. Org. Chem., 2002, 327-330)(0.13 g) in degassed dry dioxan (3 ml) was charged with tris(dibenzylideneacetone) dipalladium...